Dataset: the Open Reaction Database (ORD), a public repository of structured organic reaction records. Task: describe an organic reaction: reactants, conditions, products, and yield Reactants: NC=1C=C(C(=O)NC2(CC2)C)C=CC1C (3-amino-4-methyl-N-(1-methylcyclopropyl)benzamide), NC1=C(C(=O)O)C=C(C=C1)OC (2-amino-5-methoxybenzoic acid), COC(OC)OC (trimethylorthoformate), C(C)(=O)O (acetic acid). Run in C1(=CC=CC=C1)C (toluene), C1(=CC=CC=C1)C (toluene), C(C)(=O)OCC (ethyl acetate). Product: CC1(CC1)C1=C(C(=O)N)C=CC=C1 (1-methylcyclopropylbenzamide). Isolated yield 114.2%. As a reaction SMILES: N[C:2]1[CH:10]=[CH:9][C:8](OC)=CC=1C(O)=O.COC(OC)OC.C(O)(=O)C.N[C:25]1[CH:26]=[C:27]([CH:35]=[CH:36][C:37]=1C)[C:28]([NH:30]C1(C)CC1)=[O:29]>C1(C)C=CC=CC=1.C(OCC)(=O)C>[CH3:8][C:9]1([C:26]2[CH:25]=[CH:37][CH:36]=[CH:35][C:27]=2[C:28]([NH2:30])=[O:29])[CH2:2][CH2:10]1. Reported procedure: A stirred mixture of 2-amino-5-methoxybenzoic acid (4 g), trimethylorthoformate (3.93 ml), and acetic acid (0.137 ml) in toluene (100 ml) was heated under reflux for 2 hours. 3-amino-4-methyl-N-(1-methylcyclopropyl)benzamide (4.39 g) was added to the reaction mixture and stirring continued in refluxing toluene for 16 hours. The reaction mixture was allowed to cool and then was diluted with ethyl acetate. The organic solution was then washed with 1N HCl solution, 2N NaOH solution (×2), brine, dri... The reagents and catalysts are C=1C=CC(=CC1)/C=C/C(=O)/C=C/C2=CC=CC=C2.C=1C=CC(=CC1)/C=C/C(=O)/C=C/C2=CC=CC=C2.C=1C=CC(=CC1)/C=C/C(=O)/C=C/C2=CC=CC=C2.[Pd].[Pd] (tris(dibenzylideneacetone)dipalladium(0)). Reported procedure: In a two necked RB flask (50 mL), equipped with a N2 in let, a water condenser, and a magnetic stirrer, were placed 7-((R)-1-(2,6-dichloro-3-fluorophenyl)ethoxy)-3-bromofuro[3,2-c]pyridine-6-amine (230 mg, 0.55 mmol), 1-tert-Butyl-1,2,3,6-tetrahydro-4-(trimethylstannyl)pyridine (240 mg, 0.79 mmol), tris(dibenzylideneacetone)dipalladium(0) (100 mg), tri-O-tolylphosphine (26 mg), DMF (10 mL) and triethylamine (1.0 mL). This reaction mixture was heated at 114-116° C. for 4 h. The TLC (10% MeOH in D... RXN SMILES: N#N.[Cl:3][C:4]1[C:9]([F:10])=[CH:8][CH:7]=[C:6]([Cl:11])[C:5]=1[C@H:12]([O:14][C:15]1[C:16]2[O:24][CH:23]=[C:22](Br)[C:17]=2[CH:18]=[N:19][C:20]=1[NH2:21])[CH3:13].[C:26]([N:30]1[CH2:35][CH:34]=[C:33]([Sn](C)(C)C)[CH2:32][CH2:31]1)([CH3:29])([CH3:28])[CH3:27].CC1C(P(C2C(C)=CC=CC=2)C2C(C)=CC=CC=2)=CC=CC=1>C(Cl)Cl.C1C=CC(/C=C/C(/C=C/C2C=CC=CC=2)=O)=CC=1.C1C=CC(/C=C/C(/C=C/C2C=CC=CC=2)=O)=CC=1.C1C=CC(/C=C/C(/C=C/C2C=CC=CC=2)=O)=CC=1.[Pd].[Pd].CO.C(N(CC)CC)C.CN(C=O)C>[C:26]([N:30]1[CH2:31][CH:32]=[C:33]([C:22]2[C:17]3[CH:18]=[N:19][C:20]([NH2:21])=[C:15]([O:14][C@@H:12]([C:5]4[C:6]([Cl:11])=[CH:7][CH:8]=[C:9]([F:10])[C:4]=4[Cl:3])[CH3:13])[C:16]=3[O:24][CH:23]=2)[CH2:34][CH2:35]1)([CH3:29])([CH3:28])[CH3:27] |f:5.6.7.8.9|. Starting materials: N#N (N2), CC1=CC=CC=C1P(C2=CC=CC=C2C)C3=CC=CC=C3C (tri-O-tolylphosphine), ClC1=C(C(=CC=C1F)Cl)[C@@H](C)OC=1C2=C(C=NC1N)C(=CO2)Br (7-((R)-1-(2,6-dichloro-3-fluorophenyl)ethoxy)-3-bromofuro[3,2-c]pyridine-6-amine), C(C)(C)(C)N1CCC(=CC1)[Sn](C)(C)C (1-tert-Butyl-1,2,3,6-tetrahydro-4-(trimethylstannyl)pyridine). Reaction conditions: temperature 115 celsius. Product: C(C)(C)(C)N1CCC(=CC1)C1=COC2=C1C=NC(=C2O[C@H](C)C2=C(C(=CC=C2Cl)F)Cl)N (3-(1-tert-Butyl-1,2,3,6-tetrahydropyridin-4-yl)-7-[(1R)-1-(2,6-dichloro-3-fluorophenyl)ethoxy]furo[3,2-c]pyridin-6-amine). Solvent: C(Cl)Cl (DCM), C(C)N(CC)CC (triethylamine), CN(C)C=O (DMF), CO (MeOH).